Dataset: the Open Reaction Database (ORD), a public repository of structured organic reaction records. Task: describe an organic reaction: reactants, conditions, products, and yield Starting materials: resultant solution, BrC1COC2=CC=CC=C2C1=O (3-bromo-4-chromanone), BrC1COC2=CC=CC=C2C1=O (3-bromo-4-chromanone), resultant mixture, O (water), [SH3+] (sulfonium), [ 6 ], O (water), [Na].CS (methyl-mercaptan sodium salt). Solvent: C(C)O (ethanol). Yields the product BrC1COC2=CC=CC=C2C1=O (3-bromo-4-chromanone), CSC1COC2=CC=CC=C2C1=O (3-methylthio-4-chromanone). Reaction SMILES: [SH3+:1].[Br:2][CH:3]1[C:12](=[O:13])[C:11]2[C:6](=[CH:7][CH:8]=[CH:9][CH:10]=2)[O:5][CH2:4]1.O.[Na].[CH3:16]S>C(O)C>[Br:2][CH:3]1[C:12](=[O:13])[C:11]2[C:6](=[CH:7][CH:8]=[CH:9][CH:10]=2)[O:5][CH2:4]1.[CH3:16][S:1][CH:3]1[C:12](=[O:13])[C:11]2[C:6](=[CH:7][CH:8]=[CH:9][CH:10]=2)[O:5][CH2:4]1 |f:3.4,^1:14|. Procedure details: The sulfonium salt compound expressed by structural formula [6] was synthesized as follows. First, the present inventor prepared 3-bromo-4-chromanone. The 3-bromo-4-chromanone was synthesized in accordance with the report by W. S. Johnson et. al. in J. Am. Chem. Soc., vol. 66, pages 218-220, 1944. 10.4 grams of 3-bromo-4-chromanone was dissolved in 42 milli-litters of ethanol. 21.3 milli-litters of 15% water solution of methyl-mercaptan sodium salt was dropped thereinto. The resultant solution w... The reactants are FC1=CC(=C(C=C1)NC=1C2=C(N=CN1)SC(=C2C)C(=O)OC)OC2CC(CC2)O (Methyl 4-(4-fluoro-2-(3-hydroxycyclopentyloxy)phenylamino)-5-methylthieno[2,3-d]pyrimidine-6-carboxylate), Cl (HCl). The solvent is CO (methanol), C1CCOC1 (THF), [OH-].[Na+] (sodium hydroxid). Yields the product FC1=CC(=C(C=C1)NC=1C2=C(N=CN1)SC(=C2C)C(=O)O)OC2CC(CC2)O (4-(4-fluoro-2-(3-hydroxycyclopentyloxy)phenylamino)-5-methylthieno[2,3-d]pyrimidine-6-carboxilic acid). RXN SMILES: [F:1][C:2]1[CH:7]=[CH:6][C:5]([NH:8][C:9]2[C:10]3[C:17]([CH3:18])=[C:16]([C:19]([O:21]C)=[O:20])[S:15][C:11]=3[N:12]=[CH:13][N:14]=2)=[C:4]([O:23][CH:24]2[CH2:28][CH2:27][CH:26]([OH:29])[CH2:25]2)[CH:3]=1.Cl>CO.C1COCC1.[OH-].[Na+]>[F:1][C:2]1[CH:7]=[CH:6][C:5]([NH:8][C:9]2[C:10]3[C:17]([CH3:18])=[C:16]([C:19]([OH:21])=[O:20])[S:15][C:11]=3[N:12]=[CH:13][N:14]=2)=[C:4]([O:23][CH:24]2[CH2:28][CH2:27][CH:26]([OH:29])[CH2:25]2)[CH:3]=1 |f:4.5|. Reported procedure: Methyl 4-(4-fluoro-2-(3-hydroxycyclopentyloxy)phenylamino)-5-methylthieno[2,3-d]pyrimidine-6-carboxylate (150 mg) in methanol (2.0 ml), THF (2.0 ml) and 2M aq. sodium hydroxid (0.9 ml) was stirred at reflux for 40 min. After addition of 2 M aq. HCl (8.0 ml) the reaction mixture was concentrated in vacuo. The aqueous layer was filtered and washed with water. The crude was re-evaporated from EtOH to give the desired product. Starting materials: CS(=O)(=O)c1ccc(Br)c([N+](=O)[O-])c1, CCOC(C)=O, CC=CB(O)O, [Cs+], [F-]. Product: CC=Cc1ccc(S(C)(=O)=O)cc1[N+](=O)[O-]. Reaction SMILES: [Br:1][c:2]1[c:3]([N+:12](=[O:13])[O-:14])[cH:4][c:5]([S:8](=[O:9])(=[O:10])[CH3:11])[cH:6][cH:7]1.[CH3:23][CH2:24][O:25][C:26]([CH3:27])=[O:28].[CH:15](=[CH:16][CH3:17])[B:18]([OH:19])[OH:20].[Cs+:22].[F-:21]>>[c:2]1([CH:15]=[CH:16][CH3:17])[c:3]([N+:12](=[O:13])[O-:14])[cH:4][c:5]([S:8](=[O:9])(=[O:10])[CH3:11])[cH:6][cH:7]1. Reactants: N#CC1CN1, CC(C)(C)C(=O)N=C=O, CCOCC, Cc1ccccc1. Yields the product CC(C)(C)C(=O)NC(=O)N1CC1C#N. Reaction SMILES: [C:1](#[N:2])[CH:3]1[NH:4][CH2:5]1.[CH3:13][C:14]([C:15](=[O:16])[N:17]=[C:18]=[O:19])([CH3:20])[CH3:21].[CH3:22][CH2:23][O:24][CH2:25][CH3:26].[CH3:6][c:7]1[cH:8][cH:9][cH:10][cH:11][cH:12]1>>[C:1](#[N:2])[CH:3]1[N:4]([C:18]([NH:17][C:15]([C:14]([CH3:13])([CH3:20])[CH3:21])=[O:16])=[O:19])[CH2:5]1. Starting materials: C(C#C)OCCN1C=NC=2C(=NC=3C=CC=CC3C21)N (1-[2-(2-propynyloxy)ethyl]-1H-imidazo[4,5-c]quinolin-4-amine), C1(=CC=CC=C1)OC1=CC=C(C=C1)I (4-iodophenyl phenyl ether), [OH-].[Na+] (sodium hydroxide). The product is O(C1=CC=CC=C1)C1=CC=C(C=C1)C#CCOCCN1C=NC=2C(=NC=3C=CC=CC3C21)N (1-(2-{[3-(4-phenoxyphenyl)-2-propynyl]oxy}ethyl)-1H-imidazo[4,5-c]quinolin-4-amine). Isolated yield 2.9%. As a reaction SMILES: [CH2:1]([O:4][CH2:5][CH2:6][N:7]1[C:19]2[C:18]3[CH:17]=[CH:16][CH:15]=[CH:14][C:13]=3[N:12]=[C:11]([NH2:20])[C:10]=2[N:9]=[CH:8]1)[C:2]#[CH:3].[C:21]1([O:27][C:28]2[CH:33]=[CH:32][C:31](I)=[CH:30][CH:29]=2)[CH:26]=[CH:25][CH:24]=[CH:23][CH:22]=1.[OH-].[Na+]>>[O:27]([C:28]1[CH:29]=[CH:30][C:31]([C:3]#[C:2][CH2:1][O:4][CH2:5][CH2:6][N:7]2[C:19]3[C:18]4[CH:17]=[CH:16][CH:15]=[CH:14][C:13]=4[N:12]=[C:11]([NH2:20])[C:10]=3[N:9]=[CH:8]2)=[CH:32][CH:33]=1)[C:21]1[CH:26]=[CH:25][CH:24]=[CH:23][CH:22]=1 |f:2.3|. Reported procedure: Using the general method of Example 7, 1-[2-(2-propynyloxy)ethyl]-1H-imidazo[4,5-c]quinolin-4-amine (0.50 g, 1.88 mmol) was reacted with 4-iodophenyl phenyl ether (0.78 g, 2.63 mmol). The crude product was purified by column chromatography eluting with 95/5 dichloromethane/methanol to provide a solid. The solid was slurried with aqueous sodium hydroxide to remove salts and then purified by column chromatography eluting with 9/1 ethyl acetate/methanol to provide a solid. This material was further... Procedure details: A solution of t-butyl 2-amino-5-phenyl-3-thenoate (8.26 g; 0.03 mole) in 2:5 acid (120 ml) (see Example 1) was chilled to -2° C. and concentrated sulfuric acid (5 ml) was added at such a rate that the temperature did not exceed 2° C.; a solution of sodium nitrite (2.16 g) in water (5 ml) was added dropwise below 2° C. The resulting diazonium solution was stirred at -2° C. to +2° C. for 45 minutes, then added in a slow stream with magnetic stirring to a cold (below 5° C.) solution of 2-amino-5-br... Isolated yield 103.1%. Starting materials: N(=O)[O-].[Na+] (sodium nitrite), diazonium, NC1=C(C=C(S1)C1=CC=CC=C1)C(=O)OC(C)(C)C (t-butyl 2-amino-5-phenyl-3-thenoate), acid, NC1=NC=C(C=C1O)Br (2-amino-5-bromo-3-pyridinol), acid, S(O)(O)(=O)=O (sulfuric acid). Reaction conditions: time 1.5 hour. Reaction SMILES: [NH2:1][C:2]1[S:6][C:5]([C:7]2[CH:12]=[CH:11][CH:10]=[CH:9][CH:8]=2)=[CH:4][C:3]=1[C:13]([O:15][C:16]([CH3:19])([CH3:18])[CH3:17])=[O:14].S(=O)(=O)(O)O.[N:25]([O-])=O.[Na+].[NH2:29][C:30]1[C:35]([OH:36])=[CH:34][C:33]([Br:37])=[CH:32][N:31]=1>O.N1C=CC=CC=1>[NH2:29][C:30]1[N:31]=[C:32]([N:25]=[N:1][C:2]2[S:6][C:5]([C:7]3[CH:12]=[CH:11][CH:10]=[CH:9][CH:8]=3)=[CH:4][C:3]=2[C:13]([O:15][C:16]([CH3:19])([CH3:18])[CH3:17])=[O:14])[C:33]([Br:37])=[CH:34][C:35]=1[OH:36] |f:2.3|. Solvent: O (water), N1=CC=CC=C1 (pyridine). Yields the product NC1=C(C=C(C(=N1)N=NC1=C(C=C(S1)C1=CC=CC=C1)C(=O)OC(C)(C)C)Br)O (t-Butyl 2-(6-amino-3-bromo-5-hydroxy-2-pyridylazo)-5-phenyl-3-thenoate). Starting materials: C1CCOC1, CO, CC(=O)OCCCS(=O)(=O)NC(=O)c1ccc(C(C)NC(=O)c2cccc3ccn(Cc4ccc(Cl)cc4)c23)cc1, Cl, [Na+], [OH-], O. The product is CC(NC(=O)c1cccc2ccn(Cc3ccc(Cl)cc3)c12)c1ccc(C(=O)NS(=O)(=O)CCCO)cc1. As a reaction SMILES: [CH2:42]1[O:43][CH2:44][CH2:45][CH2:46]1.[CH3:51][OH:52].[Cl:1][c:2]1[cH:3][cH:4][c:5]([CH2:6][n:7]2[cH:8][cH:9][c:10]3[cH:11][cH:12][cH:13][c:14]([C:16](=[O:17])[NH:18][CH:19]([CH3:20])[c:21]4[cH:22][cH:23][c:24]([C:27]([NH:28][S:29](=[O:30])(=[O:31])[CH2:32][CH2:33][CH2:34][O:35][C:36](=[O:37])[CH3:38])=[O:39])[cH:25][cH:26]4)[c:15]23)[cH:40][cH:41]1.[ClH:49].[Na+:48].[OH-:47].[OH2:50]>>[Cl:1][c:2]1[cH:3][cH:4][c:5]([CH2:6][n:7]2[cH:8][cH:9][c:10]3[cH:11][cH:12][cH:13][c:14]([C:16](=[O:17])[NH:18][CH:19]([CH3:20])[c:21]4[cH:22][cH:23][c:24]([C:27]([NH:28][S:29](=[O:30])(=[O:31])[CH2:32][CH2:33][CH2:34][OH:35])=[O:39])[cH:25][cH:26]4)[c:15]23)[cH:40][cH:41]1.